Dataset: the Open Reaction Database (ORD), a public repository of structured organic reaction records. Task: describe an organic reaction: reactants, conditions, products, and yield Starting materials: C(C)(C)N(CC)C(C)C (diisopropylethylamine), C(C)(C)OS(=O)(=O)C1=CC2=CC(=CC=C2C(=C1N=NC1=CC=C(C=C1)OC)O)N (7-Amino-4-hydroxy-3-(4-methoxy-phenylazo)-napthalene-2-sulfonic acid isopropyl Ester), COC1=C(C(=O)Cl)C(=CC=C1)OC (2,6-dimethoxybenzoyl chloride). The solvent is ClCCl (dichloromethane). Conditions: time 14 hour. Product: C(C)(C)OS(=O)(=O)C1=CC2=CC(=CC=C2C(=C1N=NC1=CC=C(C=C1)OC)O)NC(C1=C(C=CC=C1OC)OC)=O (7-(2,6-Dimethoxy-benzoylamino)-4-hydroxy-3-(4-methoxy-phenylazo)-napthalene-2-sulfonic Acid Isopropyl Ester). Reaction SMILES: [CH:1]([O:4][S:5]([C:8]1[C:17]([N:18]=[N:19][C:20]2[CH:25]=[CH:24][C:23]([O:26][CH3:27])=[CH:22][CH:21]=2)=[C:16]([OH:28])[C:15]2[C:10](=[CH:11][C:12]([NH2:29])=[CH:13][CH:14]=2)[CH:9]=1)(=[O:7])=[O:6])([CH3:3])[CH3:2].C(N(C(C)C)CC)(C)C.[CH3:39][O:40][C:41]1[CH:49]=[CH:48][CH:47]=[C:46]([O:50][CH3:51])[C:42]=1[C:43](Cl)=[O:44]>ClCCl>[CH:1]([O:4][S:5]([C:8]1[C:17]([N:18]=[N:19][C:20]2[CH:25]=[CH:24][C:23]([O:26][CH3:27])=[CH:22][CH:21]=2)=[C:16]([OH:28])[C:15]2[C:10](=[CH:11][C:12]([NH:29][C:43](=[O:44])[C:42]3[C:46]([O:50][CH3:51])=[CH:47][CH:48]=[CH:49][C:41]=3[O:40][CH3:39])=[CH:13][CH:14]=2)[CH:9]=1)(=[O:6])=[O:7])([CH3:3])[CH3:2]. Reported procedure: 7-Amino-4-hydroxy-3-(4-methoxy-phenylazo)-napthalene-2-sulfonic acid isopropyl ester (Example 6, 200 mg, 0.48 mmol) was dissolved in dichloromethane (3 mL) and diisopropylethylamine (160 μL, 114 mg, 0.96 mmol) under nitrogen. 2,6-dimethoxybenzoyl chloride (120 mg, 0.60 mmol) was added and the solution was allowed to stir for 14 h. The resulting suspension was filtered to provide the title -compound (100 mg, 0.17 mmol, 36%) as a red solid: NMR (DMSO-d6): δ 16.30 (s, 1H), 10.81 (s, 1H), 8.35 (s, 1...